This data is from the Open Reaction Database (ORD), a public repository of structured organic reaction records. The task is: describe an organic reaction: reactants, conditions, products, and yield Reactants: CCCCCC(=O)O, [Ca+2], [OH-], [OH-], OCC(O)C(O)C(O)C(O)CO, O=P(O)(O)O. Yields the product CCCCCC(=O)OCC(O)C(O)C(O)C(O)CO. Reaction SMILES: [CH3:1][CH2:2][CH2:3][CH2:4][CH2:5][C:6]([OH:7])=[O:8].[Ca+2:27].[OH-:26].[OH-:28].[OH:9][CH2:10][CH:11]([CH:12]([OH:13])[CH:14]([OH:15])[CH:16]([OH:17])[CH2:18][OH:19])[OH:20].[P:21](=[O:22])([OH:23])([OH:24])[OH:25]>>[CH3:1][CH2:2][CH2:3][CH2:4][CH2:5][C:6]([O:7][CH2:18][CH:16]([CH:14]([CH:12]([CH:11]([CH2:10][OH:9])[OH:20])[OH:13])[OH:15])[OH:17])=[O:8].